Dataset: the Open Reaction Database (ORD), a public repository of structured organic reaction records. Task: describe an organic reaction: reactants, conditions, products, and yield Starting materials: [BH4-], CN(Cc1cc(-c2ccccc2C=O)n(S(=O)(=O)c2cccnc2)c1)C(=O)OC(C)(C)C, CO, [Na+], C1CCOC1, O. The product is CN(Cc1cc(-c2ccccc2CO)n(S(=O)(=O)c2cccnc2)c1)C(=O)OC(C)(C)C. RXN SMILES: [BH4-:33].[C:1]([CH3:2])([CH3:3])([CH3:4])[O:5][C:6]([N:7]([CH3:8])[CH2:9][c:10]1[cH:11][n:12]([S:23](=[O:24])(=[O:25])[c:26]2[cH:27][n:28][cH:29][cH:30][cH:31]2)[c:13](-[c:15]2[c:16]([CH:21]=[O:22])[cH:17][cH:18][cH:19][cH:20]2)[cH:14]1)=[O:32].[CH3:35][OH:36].[Na+:34].[O:38]1[CH2:39][CH2:40][CH2:41][CH2:42]1.[OH2:37]>>[C:1]([CH3:2])([CH3:3])([CH3:4])[O:5][C:6]([N:7]([CH3:8])[CH2:9][c:10]1[cH:11][n:12]([S:23](=[O:24])(=[O:25])[c:26]2[cH:27][n:28][cH:29][cH:30][cH:31]2)[c:13](-[c:15]2[c:16]([CH2:21][OH:22])[cH:17][cH:18][cH:19][cH:20]2)[cH:14]1)=[O:32]. Conditions: time 4 hour. The solvent is C1CCOC1 (THF). Yields the product N([C@@H](C(C)C)C(=O)N([C@@H](CC1=CC=C(C=C1)OCC1=CC=CC=C1)C(=O)N)C)(C)C(=O)OCC1C2=CC=CC=C2C2=CC=CC=C12 (Fmoc-N-Me-Val-N-Me-Tyr(Bzl)—NH2). Starting materials: N([C@@H](CC1=CC=C(C=C1)OCC1=CC=CC=C1)C(=O)N)C (N-Me-Tyr(Bzl)—NH2), N([C@@H](C(C)C)C(=O)O)(C)C(=O)OCC1C2=CC=CC=C2C2=CC=CC=C12 (Fmoc-N-Me-Val-OH), TEA, O (water). As a reaction SMILES: [NH:1]([CH3:21])[C@H:2]([C:18]([NH2:20])=[O:19])[CH2:3][C:4]1[CH:9]=[CH:8][C:7]([O:10][CH2:11][C:12]2[CH:17]=[CH:16][CH:15]=[CH:14][CH:13]=2)=[CH:6][CH:5]=1.[N:22]([C:31]([O:33][CH2:34][CH:35]1[C:47]2[C:42](=[CH:43][CH:44]=[CH:45][CH:46]=2)[C:41]2[C:36]1=[CH:37][CH:38]=[CH:39][CH:40]=2)=[O:32])([CH3:30])[C@H:23]([C:27](O)=[O:28])[CH:24]([CH3:26])[CH3:25].O>C1COCC1>[N:22]([C:31]([O:33][CH2:34][CH:35]1[C:47]2[C:42](=[CH:43][CH:44]=[CH:45][CH:46]=2)[C:41]2[C:36]1=[CH:37][CH:38]=[CH:39][CH:40]=2)=[O:32])([CH3:30])[C@H:23]([C:27]([N:1]([CH3:21])[C@H:2]([C:18]([NH2:20])=[O:19])[CH2:3][C:4]1[CH:5]=[CH:6][C:7]([O:10][CH2:11][C:12]2[CH:13]=[CH:14][CH:15]=[CH:16][CH:17]=2)=[CH:8][CH:9]=1)=[O:28])[CH:24]([CH3:26])[CH3:25]. Yield: 94.6%. Procedure: To a solution of N-Me-Tyr(Bzl)—NH2 (329 mg, 1.16 mmol) in THF (15 ml), Fmoc-N-Me-Val-OH (533 mg, 1.51 mmol), CMPI (415 mg, 1.62 mmol) and TEA (0.323 ml, 2.32 mmol) were added under cooling with ice, followed by stirring for 4 hours at room temperature. The reaction mixture was mixed with water and extracted with ethyl acetate. The organic layer was washed with saturated brine, dried over magnesium sulfate and evaporated to remove the solvent under-reduced pressure; the thus obtained residue was ... Reactants: OC1=CN(C2=CC=CC=C2C1=O)C (3-Hydroxy-1-methyl-4-quinolone), CS(=O)(=O)Cl (methanesulphonyl chloride). The solvent is [OH-].[Na+] (sodium hydroxide), O (water). Run at time 15 minute. The product is CS(=O)(=O)OC1=CN(C2=CC=CC=C2C1=O)C (1-methyl-4-oxo-1,4-dihydroquinol-3-yl methanesulphonate). Reaction SMILES: [OH:1][C:2]1[C:11](=[O:12])[C:10]2[C:5](=[CH:6][CH:7]=[CH:8][CH:9]=2)[N:4]([CH3:13])[CH:3]=1.[CH3:14][S:15](Cl)(=[O:17])=[O:16]>[OH-].[Na+].O>[CH3:14][S:15]([O:1][C:2]1[C:11](=[O:12])[C:10]2[C:5](=[CH:6][CH:7]=[CH:8][CH:9]=2)[N:4]([CH3:13])[CH:3]=1)(=[O:17])=[O:16] |f:2.3|. Reported procedure: 3-Hydroxy-1-methyl-4-quinolone (30 g) was dissolved in a solution of sodium hydroxide (8 g) in water (440 ml). Activated carbon (3 g) was added and the mixture stirred at 40° for 15 minutes. The mixture was filtered and the filtrate cooled in an ice/salt bath at 0 to 5° under nitrogen. Methanesulphonyl chloride (1 5.5 ml) was added dropwise over 30 minutes and the mixture then stirred at 0 to 5° for 30 minutes. Aqueous sodium hydroxide (5M, 40 ml) was added and the mixture stirred at 0 to 5° for... The reactants are S1C2=C(C=C1)C(=CC=C2)OCCC=2N=C(OC2C)C2=CC=CC=C2 (4-[2-(Benzo[b]thiophene-4-yloxy)-ethyl]-5-methyl-2-phenyl-oxazole), O1OOCCC1 (Trioxane), Cl (HCl), Cl (HCl). The solvent is ClCCl (dichloromethane). Product: ClCC1=CC=C(C2=C1SC=C2)OCCC=2N=C(OC2C)C2=CC=CC=C2 (4-[2-(7-Chloromethyl-benzo[b]thiophen-4-yloxy)-ethyl]-5-methyl-2-phenyl-oxazole). Reaction SMILES: [S:1]1[CH:5]=[CH:4][C:3]2[C:6]([O:10][CH2:11][CH2:12][C:13]3[N:14]=[C:15]([C:19]4[CH:24]=[CH:23][CH:22]=[CH:21][CH:20]=4)[O:16][C:17]=3[CH3:18])=[CH:7][CH:8]=[CH:9][C:2]1=2.O1CC[CH2:28]OO1.[ClH:31]>ClCCl>[Cl:31][CH2:28][C:9]1[C:2]2[S:1][CH:5]=[CH:4][C:3]=2[C:6]([O:10][CH2:11][CH2:12][C:13]2[N:14]=[C:15]([C:19]3[CH:24]=[CH:23][CH:22]=[CH:21][CH:20]=3)[O:16][C:17]=2[CH3:18])=[CH:7][CH:8]=1. Procedure: A solution of 335 mg of 4-[2-(Benzo[b]thiophene-4-yloxy)-ethyl]-5-methyl-2-phenyl-oxazole (1 mmol) and 110 mg of Trioxane (3.6 mmol) in 15 ml dichloromethane was treated with 2 ml of 37% HCl solution and saturated for 10 min with HCl gas and reacted at 2° C. for 23 h. The resulting mixture was extracted wich 10% sodium carbonate solution and water and evaporated to dryness. Digestion with tert. butyl methylether at room temperature left a light brown residue (0.11 g) consisting of 4-[2-(7-Chloro...